This data is from the Open Reaction Database (ORD), a public repository of structured organic reaction records. The task is: describe an organic reaction: reactants, conditions, products, and yield The reactants are C(C)OC(=O)C=1N(C2=CC=CC(=C2C1)N1CCN(CC1)C)C (1-(2-(ethoxycarbonyl)-1-methylindol-4-yl)-4-methylpiperazine), O.[OH-].[Li+] (lithium hydroxide hydrate). Solvent: O1CCCC1 (tetrahydrofuran), O (water). Yields the product CN1C(=CC2=C(C=CC=C12)N1CCN(CC1)C)C(=O)O (1-Methyl-4-(4-methylpiperazin-1yl)indole-2-carboxylic acid). Yield: 87.2%. Reaction SMILES: C([O:3][C:4]([C:6]1[N:7]([CH3:22])[C:8]2[C:13]([CH:14]=1)=[C:12]([N:15]1[CH2:20][CH2:19][N:18]([CH3:21])[CH2:17][CH2:16]1)[CH:11]=[CH:10][CH:9]=2)=[O:5])C.O.[OH-].[Li+]>O1CCCC1.O>[CH3:22][N:7]1[C:8]2[C:13](=[C:12]([N:15]3[CH2:16][CH2:17][N:18]([CH3:21])[CH2:19][CH2:20]3)[CH:11]=[CH:10][CH:9]=2)[CH:14]=[C:6]1[C:4]([OH:5])=[O:3] |f:1.2.3|. Procedure: A solution of 1-(2-(ethoxycarbonyl)-1-methylindol-4-yl)-4-methylpiperazine (0.117 g, 0.39 mmol), lithium hydroxide hydrate (0.035 g, 0.83 mmol, 2 equivalents) in tetrahydrofuran (2 mL) and water (0.5 mL) was heated at reflux under nitrogen for 16 hours. The resulting reaction solution was evaporated under reduced pressure, and the residue was directly chromatographed using silica gel (approximately 10 g) and elution with methylene chloride/methanol/ammonium hydroxide [5:1:0.1] afforded the title... Starting materials: CC(C)(C)OC(=O)NC(CC(=O)O)Cc1cc(F)c(F)cc1F, FC(F)(F)c1nnc2n1CCNC2. The product is CC(C)(C)OC(=O)NC(CC(=O)N1CCn2c(nnc2C(F)(F)F)C1)Cc1cc(F)c(F)cc1F. RXN SMILES: [CH3:1][C:2]([CH3:3])([O:4][C:5](=[O:6])[NH:7][CH:8]([CH2:9][C:10](=[O:11])[OH:12])[CH2:13][c:14]1[c:15]([F:22])[cH:16][c:17]([F:21])[c:18]([F:20])[cH:19]1)[CH3:23].[F:24][C:25]([c:26]1[n:27][n:28][c:29]2[n:30]1[CH2:31][CH2:32][NH:33][CH2:34]2)([F:35])[F:36]>>[CH3:1][C:2]([CH3:3])([O:4][C:5](=[O:6])[NH:7][CH:8]([CH2:9][C:10](=[O:12])[N:33]1[CH2:32][CH2:31][n:30]2[c:26]([C:25]([F:24])([F:35])[F:36])[n:27][n:28][c:29]2[CH2:34]1)[CH2:13][c:14]1[c:15]([F:22])[cH:16][c:17]([F:21])[c:18]([F:20])[cH:19]1)[CH3:23].